This data is from the Open Reaction Database (ORD), a public repository of structured organic reaction records. The task is: describe an organic reaction: reactants, conditions, products, and yield The reactants are C(C)(=O)C=1C(NC2=C(C=CC(=C2C1C)OS(=O)(=O)O)F)=O (3-Acetyl-8-fluoro-4-methylsulfoxy-2-quinolinone), COCC(C)N (1-methoxy-2-propylamine). Yields the product C(C)(=O)C=1C(NC2=C(C=CC=C2C1NC(COC)C)F)=O (3-Acetyl-8-fluoro-4-(1-methoxy-2-propylamino)-2-quinolinone). Isolated yield 86.6%. RXN SMILES: [C:1]([C:4]1[C:5](=[O:21])[NH:6][C:7]2[C:12]([C:13]=1C)=[C:11](OS(O)(=O)=O)[CH:10]=[CH:9][C:8]=2[F:20])(=[O:3])[CH3:2].[CH3:22][O:23][CH2:24][CH:25]([NH2:27])[CH3:26]>>[C:1]([C:4]1[C:5](=[O:21])[NH:6][C:7]2[C:12]([C:13]=1[NH:27][CH:25]([CH3:26])[CH2:24][O:23][CH3:22])=[CH:11][CH:10]=[CH:9][C:8]=2[F:20])(=[O:3])[CH3:2]. Procedure details: 3-Acetyl-8-fluoro-4-methylsulfoxy-2-quinolinone (2.67g, 0.01 mol) and 1-methoxy-2-propylamine(0.88g, 0.01 mol) were used, but the reaction was carried out as the above process of example 37 to obtain the desired product (2.53g, yield: 87%). Reactants: Br[C@@H](C(=O)O)CC(C)(C)C ((R)-2-bromo-4,4-dimethylpentanoic acid), ( a ), C(C)(=S)[O-].[K+] (potassium thioacetate). Solvent: C(C)#N (acetonitrile), C(C)#N (acetonitrile). Run at time 2.5 hour. Yields the product C(C)(=O)S[C@H](C(=O)O)CC(C)(C)C ((S)-2-(Acetylthio)-4,4-dimethylpentanoic acid). As a reaction SMILES: [C:1]([O-:4])(=[S:3])[CH3:2].[K+].Br[C@H:7]([CH2:11][C:12]([CH3:15])([CH3:14])[CH3:13])[C:8]([OH:10])=[O:9]>C(#N)C>[C:1]([S:3][C@@H:7]([CH2:11][C:12]([CH3:15])([CH3:14])[CH3:13])[C:8]([OH:10])=[O:9])(=[O:4])[CH3:2] |f:0.1|. Procedure: A slurry of potassium thioacetate (750 mg, 6.58 mmol) and acetonitrile (10 ml, molecular sieves dried) was cooled to 0° C. and treated with a solution of (R)-2-bromo-4,4-dimethylpentanoic acid from part (a) in acetonitrile (2 ml) over 5 minutes. The reaction mixture was allowed to warm to room temperature and stirred for 2.5 hours. The slurry was filtered. The filtrate was concentrated in vacuo. The residue was diluted in ether (50 ml), washed with two portions of 5% aqueous sodium thiosulfate (... Starting materials: COC(=O)c1cc2cccc([N+](=O)[O-])c2[nH]1, Cl, [Na+], C1CCOC1, [OH-], O. Yields the product O=C(O)c1cc2cccc([N+](=O)[O-])c2[nH]1. As a reaction SMILES: [CH3:1][O:2][C:3](=[O:4])[c:5]1[nH:6][c:7]2[c:8]([N+:14](=[O:15])[O-:16])[cH:9][cH:10][cH:11][c:12]2[cH:13]1.[ClH:19].[Na+:18].[O:20]1[CH2:21][CH2:22][CH2:23][CH2:24]1.[OH-:17].[OH2:25]>>[O:2]=[C:3]([OH:4])[c:5]1[nH:6][c:7]2[c:8]([N+:14](=[O:15])[O-:16])[cH:9][cH:10][cH:11][c:12]2[cH:13]1. Reactants: thioimidate, CN(C)N=C1CC=C(C=C1)N1C(C(CC2=CC=CC=C12)NC(=O)NC1=CC=C(C=C1)Cl)=O (1-[4-(dimethylaminoimino)phenyl]-3-(4-chlorophenylaminocarbonylamino)-3,4-dihydroquinolin-2-one), N1CCCC1 (pyrrolidine), CC(=O)O (HOAc). Reaction conditions: time 8 hour. Product: N1(CCCC1)N=C1CC=C(C=C1)N1C(C(CC2=CC=CC=C12)NC(=O)NC1=CC=C(C=C1)Cl)=O (1-[4-(pyrrolidinylimino)phenyl]-3-(4-chlorophenylaminocarbonylamino)-3,4-dihydroquinolin-2-one). Yield: 50.0%. RXN SMILES: [CH3:1][N:2]([N:4]=[C:5]1[CH:10]=[CH:9][C:8]([N:11]2[C:20]3[C:15](=[CH:16][CH:17]=[CH:18][CH:19]=3)[CH2:14][CH:13]([NH:21][C:22]([NH:24][C:25]3[CH:30]=[CH:29][C:28]([Cl:31])=[CH:27][CH:26]=3)=[O:23])[C:12]2=[O:32])=[CH:7][CH2:6]1)[CH3:3].N1CC[CH2:35][CH2:34]1.CC(O)=O>>[N:2]1([N:4]=[C:5]2[CH:6]=[CH:7][C:8]([N:11]3[C:20]4[C:15](=[CH:16][CH:17]=[CH:18][CH:19]=4)[CH2:14][CH:13]([NH:21][C:22]([NH:24][C:25]4[CH:30]=[CH:29][C:28]([Cl:31])=[CH:27][CH:26]=4)=[O:23])[C:12]3=[O:32])=[CH:9][CH2:10]2)[CH2:1][CH2:35][CH2:34][CH2:3]1. Procedure details: To the thioimidate solution in MeOH (4 mL, 0.063 mmol) from Example 134, a pre-mixed pyrrolidine (0.037 mL, 0.44 mmol) and HOAc (0.040 mL, 0.70 mmol) were added. The mixture was heated to reflux for 1 h, then was stirred at room temperature overnight. After being concentrated in vacuo, the residue was purified by HPLC to give a white powder (15 mg). MS 488.3 and 490.3 (M+H, Cl pattern). Reactants: COC(=O)Cl, COC(=O)Cc1sc(F)c(NC(=S)[S-])c1Cl, ClCCl, C1C[NH+]2CCN1CC2. Yields the product COC(=O)Cc1sc(F)c(N=C=S)c1Cl. Reaction SMILES: [C:25]([Cl:26])(=[O:27])[O:28][CH3:29].[Cl:1][c:2]1[c:3]([NH:13][C:14]([S-:15])=[S:16])[c:4]([F:12])[s:5][c:6]1[CH2:7][C:8](=[O:9])[O:10][CH3:11].[Cl:30][CH2:31][Cl:32].[NH+:17]12[CH2:18][CH2:19][N:20]([CH2:21][CH2:22]1)[CH2:23][CH2:24]2>>[Cl:1][c:2]1[c:3]([N:13]=[C:14]=[S:15])[c:4]([F:12])[s:5][c:6]1[CH2:7][C:8](=[O:9])[O:10][CH3:11].